Dataset: the Open Reaction Database (ORD), a public repository of structured organic reaction records. Task: describe an organic reaction: reactants, conditions, products, and yield Starting materials: C(C)(=O)OCC1=CC=CC=C1 (benzyl acetate), FC=1C=C(C=C(C1)F)[C@@H]1CSCC(N1)=O ((5R)-5-(3,5-difluorophenyl)thiomorpholin-3-one), FC=1C=C(C=C(C1)F)[C@@H]1CSCC(N1)=O ((5R)-5-(3,5-difluorophenyl)thiomorpholin-3-one), [H-].[Na+] (sodium hydride). Run in C1CCOC1 (THF). Reaction conditions: time 5 minute. Yields the product FC=1C=C(C=C(C1)F)[C@H]1N(C(CSC1)=O)CC(=O)OCC1=CC=CC=C1 (Benzyl [(3R)-3-(3,5-difluorophenyl)-5-oxothiomorpholin-4-yl]acetate). RXN SMILES: [F:1][C:2]1[CH:3]=[C:4]([C@H:9]2[NH:14][C:13](=[O:15])[CH2:12][S:11][CH2:10]2)[CH:5]=[C:6]([F:8])[CH:7]=1.[H-].[Na+].[C:18]([O:21][CH2:22][C:23]1[CH:28]=[CH:27][CH:26]=[CH:25][CH:24]=1)(=[O:20])[CH3:19]>C1COCC1>[F:8][C:6]1[CH:5]=[C:4]([C@@H:9]2[CH2:10][S:11][CH2:12][C:13](=[O:15])[N:14]2[CH2:19][C:18]([O:21][CH2:22][C:23]2[CH:28]=[CH:27][CH:26]=[CH:25][CH:24]=2)=[O:20])[CH:3]=[C:2]([F:1])[CH:7]=1 |f:1.2|. Procedure details: To a 0° C. solution of (5R)-5-(3,5-difluorophenyl)thiomorpholin-3-one (247 mg, 1.08 mmol, prepared by analogy to Intermediate 2) in THF (8.0 mL) was added sodium hydride (38 mg, 1.5 mmol, 95% by weight). After 5 minutes, the ice bath was removed and the reaction was allowed to warm to ambient temperature. Once hydrogen gas evolution had ceased, as judged by an oil bubbler, the reaction mixture was cooled to 0° C., prior to the introduction of benzyl acetate (272 mg, 1.19 mmol). After 5 minutes, ...